This data is from the Open Reaction Database (ORD), a public repository of structured organic reaction records. The task is: describe an organic reaction: reactants, conditions, products, and yield The reactants are ClC(Cl)Cl, O=C1OC(c2ccccc2)(c2ccccc2)C2CNCCN12, O=S(=O)(Cl)c1ccccc1, c1ccncc1. The product is O=C1OC(c2ccccc2)(c2ccccc2)C2CN(S(=O)(=O)c3ccccc3)CCN12. RXN SMILES: [CH:39]([Cl:40])([Cl:41])[Cl:42].[c:1]1([C:7]2([c:17]3[cH:18][cH:19][cH:20][cH:21][cH:22]3)[O:8][C:9](=[O:16])[N:10]3[CH:11]2[CH2:12][NH:13][CH2:14][CH2:15]3)[cH:2][cH:3][cH:4][cH:5][cH:6]1.[c:29]1([S:35](=[O:36])(=[O:37])[Cl:38])[cH:30][cH:31][cH:32][cH:33][cH:34]1.[cH:23]1[cH:24][cH:25][n:26][cH:27][cH:28]1>>[c:1]1([C:7]2([c:17]3[cH:18][cH:19][cH:20][cH:21][cH:22]3)[O:8][C:9](=[O:16])[N:10]3[CH:11]2[CH2:12][N:13]([S:35]([c:29]2[cH:30][cH:31][cH:32][cH:33][cH:34]2)(=[O:36])=[O:37])[CH2:14][CH2:15]3)[cH:2][cH:3][cH:4][cH:5][cH:6]1.